describe an organic reaction: reactants, conditions, products, and yield From a dataset of the Open Reaction Database (ORD), a public repository of structured organic reaction records. Starting materials: solid, FC1=C2C(CCOC2=CC(=C1)F)OC1=CC(=CC=2NC(=NC21)C)C(=O)O ((−)-4-[(5,7-difluoro-3,4-dihydro-2H-chromen-4-yl)oxy]-2-methyl-1H-benzimidazole-6-carboxylic acid), Cl.N1CCC1 (azetidine hydrochloride). Yields the product N1(CCC1)C(=O)C=1C=C(C2=C(NC(=N2)C)C1)OC1CCOC2=CC(=CC(=C12)F)F ((−)-6-(Azetidin-1-ylcarbonyl)-4-[(5,7-difluoro-3,4-dihydro-2H-chromen-4-yl)oxy]-2-methyl-1H-benzimidazole). RXN SMILES: [F:1][C:2]1[CH:11]=[C:10]([F:12])[CH:9]=[C:8]2[C:3]=1[CH:4]([O:13][C:14]1[C:22]3[N:21]=[C:20]([CH3:23])[NH:19][C:18]=3[CH:17]=[C:16]([C:24]([OH:26])=O)[CH:15]=1)[CH2:5][CH2:6][O:7]2.Cl.[NH:28]1[CH2:31][CH2:30][CH2:29]1>>[N:28]1([C:24]([C:16]2[CH:15]=[C:14]([O:13][CH:4]3[C:3]4[C:8](=[CH:9][C:10]([F:12])=[CH:11][C:2]=4[F:1])[O:7][CH2:6][CH2:5]3)[C:22]3[N:21]=[C:20]([CH3:23])[NH:19][C:18]=3[CH:17]=2)=[O:26])[CH2:31][CH2:30][CH2:29]1 |f:1.2|. Reported procedure: The title compound was prepared as a white solid (132 mg, 79%) from (−)-4-[(5,7-difluoro-3,4-dihydro-2H-chromen-4-yl)oxy]-2-methyl-1H-benzimidazole-6-carboxylic acid (150 mg, STEP 1) and azetidine hydrochloride (117 mg, 1.25 mmol) by the same manner in STEP 5 of Example 1. Starting materials: BrC1(C(NC(NC1=O)=O)=O)Br (5,5-dibromobarbituric acid), COC=1C=C(C=CC1)C=CC(C)=O (4-(3-methoxyphenyl)-3-buten-2-one). Run in CCOCC (ether). Run at time 20 hour. Yields the product BrCC(\C=C\C1=CC(=CC=C1)OC)=O ((E)-1-bromo-4-(3-methoxyphenyl)-3-buten-2-one). As a reaction SMILES: Br[C:2]1([Br:11])[C:7](=[O:8])NC(=O)NC1=O.[CH3:12][O:13][C:14]1[CH:15]=[C:16]([CH:20]=[CH:21]C(=O)C)[CH:17]=[CH:18][CH:19]=1>CCOCC>[Br:11][CH2:2][C:7](=[O:8])/[CH:21]=[CH:20]/[C:16]1[CH:17]=[CH:18][CH:19]=[C:14]([O:13][CH3:12])[CH:15]=1. Procedure: A solution of 14.3 g (50 mmol) of 5,5-dibromobarbituric acid in 300 ml of ether was treated with 17.6 g (0.1 mol) of 4-(3-methoxyphenyl)-3-buten-2-one and the mixture was stirred at room temperature for 20 hours. The separated barbituric acid was filtered off. The filtrate was washed in succession with saturated sodium bicarbonate solution and with water. The organic phase was dried over sodium sulphate and concentrated. Flash chromatography of the residue on 1000 g of silica gel (elution agent ...